Dataset: the Open Reaction Database (ORD), a public repository of structured organic reaction records. Task: describe an organic reaction: reactants, conditions, products, and yield The reactants are C(C)(C)(C)OC(=O)N1CC(NCC1)(C=O)CC1=CC=CC=C1 (3-benzyl-3-formyl-piperazine-1-carboxylic acid tert-butyl ester), C(C)(C)(C)OC(=O)N1CC(NCC1)(C=O)CC1=C(C=C(C=C1)F)F (3-(2,4-Difluoro-Benzyl)-3-Formyl-Piperazine-1-Carboxylic Acid Tert-Butyl Ester), lactam, ester, olefins, compound, COC(=O)C1(CN(CCC1=NO)CC1=CC=CC=C1)CC1=CC=CC=C1 (1,3-Dibenzyl-4-hydroxyimino-piperidine-3-carboxylic acid methyl ester), ester, COC(=O)C1(CN(CCC1=NO)CC1=CC=CC=C1)CC1=CC=CC=C1 (1,3-Dibenzyl-4-hydroxyimino-piperidine-3-carboxylic acid methyl ester), COC(=O)C1(CN(CCC1=NO)CC1=CC=CC=C1)CC1=CC=CC=C1 (1,3-Dibenzyl-4-hydroxyimino-piperidine-3-carboxylic acid methyl ester), ester, C[Si](C)(C)[N-][Si](C)(C)C.[Na+] (NaHMDS), COC(=O)CP(=O)(OC)OC (trimethyl phosphonoacetate), lactam. The solvent is C1CCOC1 (THF), C(Cl)Cl (methylene chloride), CCOC(=O)C (EtOAc), O (water), C1CCOC1 (THF). Conditions: time 1 hour. The product is C(C)(C)(C)OC(=O)N1CC(NCC1)(C=CC(=O)OC)CC1=CC=CC=C1 (3-Benzyl-3-(2-Methoxycarbonyl-Vinyl)-Piperazine-1-Carboxylic Acid Tert-Butyl Ester). Reaction SMILES: C[Si]([N-][Si](C)(C)C)(C)C.[Na+].[CH3:11][O:12][C:13]([CH2:15]P(OC)(OC)=O)=[O:14].[C:22]([O:26][C:27]([N:29]1[CH2:34][CH2:33][NH:32][C:31]([CH2:37][C:38]2[CH:43]=[CH:42][CH:41]=[CH:40][CH:39]=2)([CH:35]=O)[CH2:30]1)=[O:28])([CH3:25])([CH3:24])[CH3:23].C(OC(N1CCNC(CC2C=CC(F)=CC=2F)(C=O)C1)=O)(C)(C)C.COC(C1(CC2C=CC=CC=2)C(=NO)CCN(CC2C=CC=CC=2)C1)=O>C(Cl)Cl.CCOC(C)=O.O.C1COCC1>[C:22]([O:26][C:27]([N:29]1[CH2:34][CH2:33][NH:32][C:31]([CH2:37][C:38]2[CH:39]=[CH:40][CH:41]=[CH:42][CH:43]=2)([CH:35]=[CH:15][C:13]([O:12][CH3:11])=[O:14])[CH2:30]1)=[O:28])([CH3:23])([CH3:24])[CH3:25] |f:0.1|. Procedure details: To a THF (1 mL) solution of NaHMDS at 0° C. was added trimethyl phosphonoacetate (0.18 mL, 1.1 mmol), dropwise. After stirring for 1 hour, a THF (1 mL) solution of crude 3-benzyl-3-formyl-piperazine-1-carboxylic acid tert-butyl ester (0.34 mg, 0.92 mmol), prepared analogous to the compound of Example 198, Step A, was added and the reaction was allowed to warm to room temperature. After stirring for 16 hours, the product was isolated by extraction from water with EtOAc (2×) and methylene chloride... The reactants are O=C(CCNc1cccc(Br)c1)c1ccccc1, C1CCOC1, COC(=O)Cl, [K+], [K+], O=C([O-])[O-]. As a reaction SMILES: [Br:1][c:2]1[cH:3][c:4]([NH:8][CH2:9][CH2:10][C:11](=[O:12])[c:13]2[cH:14][cH:15][cH:16][cH:17][cH:18]2)[cH:5][cH:6][cH:7]1.[CH2:30]1[O:31][CH2:32][CH2:33][CH2:34]1.[Cl:25][C:26](=[O:27])[O:28][CH3:29].[K+:19].[K+:20].[O-:21][C:22]([O-:23])=[O:24]>>[Br:1][c:2]1[cH:3][c:4]([N:8]([CH2:9][CH2:10][C:11](=[O:12])[c:13]2[cH:14][cH:15][cH:16][cH:17][cH:18]2)[C:26](=[O:27])[O:28][CH3:29])[cH:5][cH:6][cH:7]1. Product: COC(=O)N(CCC(=O)c1ccccc1)c1cccc(Br)c1. Reactants: C(CCC)NS(=O)(=O)N[C@H](C(=O)OCC)CNC(=O)OC(C)(C)C (Ethyl 2(S)-n-Butylaminosulfonylamino-3-(N-BOC-amino)propionate). Run in C(C)(=O)OCC (ethyl acetate). Product: C(CCC)NS(=O)(=O)N[C@H](C(=O)OCC)CN (Ethyl 2(S)-(n-Butylaminosulfonylamino)-3-aminopropionate). RXN SMILES: [CH2:1]([NH:5][S:6]([NH:9][C@@H:10]([CH2:16][NH:17]C(OC(C)(C)C)=O)[C:11]([O:13][CH2:14][CH3:15])=[O:12])(=[O:8])=[O:7])[CH2:2][CH2:3][CH3:4]>C(OCC)(=O)C>[CH2:1]([NH:5][S:6]([NH:9][C@@H:10]([CH2:16][NH2:17])[C:11]([O:13][CH2:14][CH3:15])=[O:12])(=[O:7])=[O:8])[CH2:2][CH2:3][CH3:4]. Procedure: A solution of 9-2 (612 mg, 1.65 mmol) in ethyl acetate (50 ml) was cooled to -5° and anhydrous HCl was bubbled in for 30 min. The reaction was concentrated and the product isolated by filtration to give 9-3 as a white solid. Reactants: ON1N=NC2=C1C=CC=C2 (1-hydroxybenzotriazole), Cl.CN(CCCN=C=NCC)C (1-(3-dimethylaminopropyl)-3-ethylcarbodiimide hydrochloride), C(C)(C)(C)OC(=O)N1[C@@H](C(=O)O)C[C@@H](C1)NC(CNC(=O)OC(C)(C)C)=O (N-tert-butoxycarbonyl-trans-4-(N-tert-butoxycarbonylglycylamino)-D-proline), N1=CC(=CC2=CC=CC=C12)NC([C@H]1NC[C@@H](C1)NC([C@@H](CCC1=CC=CC=C1)O)=O)=O (trans-4-((R)-2-hydroxy-4-phenylbutyrylamino)-L-proline 3-quinolylamide), Compound D101. Reported procedure: Triethylamine (40 μL), 1-hydroxybenzotriazole (36 mg), and 1-(3-dimethylaminopropyl)-3-ethylcarbodiimide hydrochloride (55 mg) were added to a solution of N-tert-butoxycarbonyl-trans-4-(N-tert-butoxycarbonylglycylamino)-D-proline (F, 112 mg) and trans-4-((R)-2-hydroxy-4-phenylbutyrylamino)-L-proline 3-quinolylamide (Compound D101 (H), 100 mg) in dichloromethane (10 mL) at 0° C. The mixture was stirred at room temperature for 18 hr and evaporated in vacuo. The residue was diluted with ethyl aceta... Yield: 65.9%. Run at time 18 hour. Yields the product N1=CC(=CC2=CC=CC=C12)NC([C@H]1N(C[C@@H](C1)NC([C@@H](CCC1=CC=CC=C1)O)=O)C([C@@H]1N(C[C@H](C1)NC(CNC(=O)OC(C)(C)C)=O)C(=O)OC(C)(C)C)=O)=O (N-tert-Butoxycarbonyl-trans-4-(N-tert-Butoxycarbonylglycylamino)-D-Prolyl-trans-4-((R)-2-Hydroxy-4-Phenylbutyrylamino)-L-proline 3-Quinolylamide). The solvent is ClCCl (dichloromethane), C(C)N(CC)CC (Triethylamine). Reaction SMILES: ON1C2C=CC=CC=2N=N1.Cl.CN(C)CCCN=C=NCC.[C:23]([O:27][C:28]([N:30]1[CH2:37][C@@H:36]([NH:38][C:39](=[O:49])[CH2:40][NH:41][C:42]([O:44][C:45]([CH3:48])([CH3:47])[CH3:46])=[O:43])[CH2:35][C@@H:31]1[C:32](O)=[O:33])=[O:29])([CH3:26])([CH3:25])[CH3:24].[N:50]1[C:59]2[C:54](=[CH:55][CH:56]=[CH:57][CH:58]=2)[CH:53]=[C:52]([NH:60][C:61](=[O:80])[C@@H:62]2[CH2:66][C@@H:65]([NH:67][C:68](=[O:79])[C@H:69]([OH:78])[CH2:70][CH2:71][C:72]3[CH:77]=[CH:76][CH:75]=[CH:74][CH:73]=3)[CH2:64][NH:63]2)[CH:51]=1>ClCCl.C(N(CC)CC)C>[N:50]1[C:59]2[C:54](=[CH:55][CH:56]=[CH:57][CH:58]=2)[CH:53]=[C:52]([NH:60][C:61](=[O:80])[C@@H:62]2[CH2:66][C@@H:65]([NH:67][C:68](=[O:79])[C@H:69]([OH:78])[CH2:70][CH2:71][C:72]3[CH:77]=[CH:76][CH:75]=[CH:74][CH:73]=3)[CH2:64][N:63]2[C:32](=[O:33])[C@H:31]2[CH2:35][C@H:36]([NH:38][C:39](=[O:49])[CH2:40][NH:41][C:42]([O:44][C:45]([CH3:48])([CH3:47])[CH3:46])=[O:43])[CH2:37][N:30]2[C:28]([O:27][C:23]([CH3:24])([CH3:26])[CH3:25])=[O:29])[CH:51]=1 |f:1.2|.